This data is from the Open Reaction Database (ORD), a public repository of structured organic reaction records. The task is: describe an organic reaction: reactants, conditions, products, and yield The reactants are Cl (hydrochloric acid), [Li+].[OH-] (LiOH), O (water), C1(=CC=CC=C1)COC1=C(C(=O)OC)C=C(C(=C1)CN1CCCCC1)C(F)(F)F (Methyl 2-[(phenylmethyl)oxy]-4-(1-piperidinylmethyl)-5-(trifluoromethyl)benzoate). Solvent: O1CCCC1 (tetrahydrofuran). Reaction conditions: temperature 40 celsius. The product is C1(=CC=CC=C1)COC1=C(C(=O)O)C=C(C(=C1)CN1CCCCC1)C(F)(F)F (2-[(Phenylmethyl)oxy]-4-(1-piperidinylmethyl)-5-(trifluoromethyl)benzoic acid). As a reaction SMILES: [C:1]1([CH2:7][O:8][C:9]2[CH:18]=[C:17]([CH2:19][N:20]3[CH2:25][CH2:24][CH2:23][CH2:22][CH2:21]3)[C:16]([C:26]([F:29])([F:28])[F:27])=[CH:15][C:10]=2[C:11]([O:13]C)=[O:12])[CH:6]=[CH:5][CH:4]=[CH:3][CH:2]=1.[Li+].[OH-].O.Cl>O1CCCC1>[C:1]1([CH2:7][O:8][C:9]2[CH:18]=[C:17]([CH2:19][N:20]3[CH2:21][CH2:22][CH2:23][CH2:24][CH2:25]3)[C:16]([C:26]([F:29])([F:27])[F:28])=[CH:15][C:10]=2[C:11]([OH:13])=[O:12])[CH:6]=[CH:5][CH:4]=[CH:3][CH:2]=1 |f:1.2|. Reported procedure: Methyl 2-[(phenylmethyl)oxy]-4-(1-piperidinylmethyl)-5-(trifluoromethyl)benzoate (may be prepared as described in Description 52; 232 mg, 0.57 mmol) was dissolved in tetrahydrofuran (4 ml) and LiOH (38.8 mg, 1.62 mmol) and water (1 ml) were added. The mixture was heated at 40° C. for 2 hours. The mixture was cooled and 2M hydrochloric acid (0.84 ml, 1.69 mmol) was added and the solvent removed in vacuo to give the title compound as oil. 223 mg. Starting materials: BrCCCCOC=1C=CC2=C(SC(=C2C2=CC=C(C=C2)C(F)(F)F)C)C1 (6-(4-Bromo-butoxy)-2-methyl-3-(4-trifluoromethyl-phenyl)-benzo[b]thiophene), OC1CCNCC1 (4-hydroxy-piperidine). Yields the product CC1=C(C2=C(S1)C=C(C=C2)OCCCCN2CCC(CC2)O)C2=CC=C(C=C2)C(F)(F)F (1-{4-[2-Methyl-3-(4-trifluoromethyl-phenyl)-benzo[b]thiophen-6-yloxy]-butyl}-piperidin-4-ol). Procedure: According to the method in example 31, 6-(4-Bromo-butoxy)-2-methyl-3-(4-trifluoromethyl-phenyl)-benzo[b]thiophene and 4-hydroxy-piperidine were converted to yield 1-{4-[2-Methyl-3-(4-trifluoromethyl-phenyl)-benzo[b]thiophen-6-yloxy]-butyl}-piperidin-4-ol as yellowish oil, MS: 464 (MH+). As a reaction SMILES: Br[CH2:2][CH2:3][CH2:4][CH2:5][O:6][C:7]1[CH:8]=[CH:9][C:10]2[C:14]([C:15]3[CH:20]=[CH:19][C:18]([C:21]([F:24])([F:23])[F:22])=[CH:17][CH:16]=3)=[C:13]([CH3:25])[S:12][C:11]=2[CH:26]=1.[OH:27][CH:28]1[CH2:33][CH2:32][NH:31][CH2:30][CH2:29]1>>[CH3:25][C:13]1[S:12][C:11]2[CH:26]=[C:7]([O:6][CH2:5][CH2:4][CH2:3][CH2:2][N:31]3[CH2:32][CH2:33][CH:28]([OH:27])[CH2:29][CH2:30]3)[CH:8]=[CH:9][C:10]=2[C:14]=1[C:15]1[CH:20]=[CH:19][C:18]([C:21]([F:24])([F:23])[F:22])=[CH:17][CH:16]=1. Starting materials: N#CBr, CC(C)(OCC(N)CO)c1ccc(F)cc1. Product: CC(C)(OCC1COC(N)=N1)c1ccc(F)cc1. RXN SMILES: [N:17]#[C:18][Br:19].[NH2:1][CH:2]([CH2:3][OH:4])[CH2:5][O:6][C:7]([CH3:8])([CH3:9])[c:10]1[cH:11][cH:12][c:13]([F:16])[cH:14][cH:15]1>>[N:1]1=[C:18]([NH2:17])[O:4][CH2:3][CH:2]1[CH2:5][O:6][C:7]([CH3:8])([CH3:9])[c:10]1[cH:11][cH:12][c:13]([F:16])[cH:14][cH:15]1. Starting materials: COc1cc2c(cc1[N+](=O)[O-])N(C(=O)C(C)N(C)C)CC2, CCOC(C)=O. The product is COc1cc2c(cc1N)N(C(=O)C(C)N(C)C)CC2. RXN SMILES: [CH3:1][N:2]([CH:3]([C:4](=[O:5])[N:6]1[CH2:7][CH2:8][c:9]2[cH:10][c:11]([O:18][CH3:19])[c:12]([N+:15]([O-:16])=[O:17])[cH:13][c:14]21)[CH3:20])[CH3:21].[CH3:22][CH2:23][O:24][C:25](=[O:26])[CH3:27]>>[CH3:1][N:2]([CH:3]([C:4](=[O:5])[N:6]1[CH2:7][CH2:8][c:9]2[cH:10][c:11]([O:18][CH3:19])[c:12]([NH2:15])[cH:13][c:14]21)[CH3:20])[CH3:21]. The reactants are C1(=CC=CC=C1)C(C=1C(NC=C(C1)C(C1=CC=CC=C1)C1=CC=CC=C1)=O)C1=CC=CC=C1 (3,5-bis-(diphenylmethyl)-2-pyridone), C1(=CC=CC=C1)P(=O)(Cl)Cl (phenylphosphonic dichloride), [OH-].[NH4+] (ammonium hydroxide). Run at time 6 hour. Yields the product ClC1=NC=C(C=C1C(C1=CC=CC=C1)C1=CC=CC=C1)C(C1=CC=CC=C1)C1=CC=CC=C1 (2-Chloro-3,5-bis-(diphenylmethyl)-pyridine). As a reaction SMILES: [C:1]1([CH:7]([C:28]2[CH:33]=[CH:32][CH:31]=[CH:30][CH:29]=2)[C:8]2[C:9](=O)[NH:10][CH:11]=[C:12]([CH:14]([C:21]3[CH:26]=[CH:25][CH:24]=[CH:23][CH:22]=3)[C:15]3[CH:20]=[CH:19][CH:18]=[CH:17][CH:16]=3)[CH:13]=2)[CH:6]=[CH:5][CH:4]=[CH:3][CH:2]=1.C1(P(Cl)([Cl:42])=O)C=CC=CC=1.[OH-].[NH4+]>>[Cl:42][C:9]1[C:8]([CH:7]([C:28]2[CH:33]=[CH:32][CH:31]=[CH:30][CH:29]=2)[C:1]2[CH:2]=[CH:3][CH:4]=[CH:5][CH:6]=2)=[CH:13][C:12]([CH:14]([C:21]2[CH:26]=[CH:25][CH:24]=[CH:23][CH:22]=2)[C:15]2[CH:16]=[CH:17][CH:18]=[CH:19][CH:20]=2)=[CH:11][N:10]=1 |f:2.3|. Reported procedure: Combine 49.5 g. (0.11 moles) of 3,5-bis-(diphenylmethyl)-2-pyridone (prepared as described in step B) with 105 ml. of phenylphosphonic dichloride and heat the reaction mixture with stirring at 200°-210° C. for 6 hours. Pour the reaction mixture onto ice and basify with ammonium hydroxide. Extract with ethyl ether, dry the extract and evaporate to yield a residue which is crystallized from ethanol to yield the product of this step, yield about 40 g., m.p. 131°-133° C.